describe an organic reaction: reactants, conditions, products, and yield From a dataset of the Open Reaction Database (ORD), a public repository of structured organic reaction records. Reaction SMILES: [CH3:1][N:2]([CH2:4][C:5]#[C:6][C:7]1[C:13]2[CH:14]=[C:15]([Cl:18])[CH:16]=[CH:17][C:12]=2[S:11][C:10]2[CH:19]=[CH:20][CH:21]=[CH:22][C:9]=2[CH:8]=1)[CH3:3].ClC1C=CC=C(C(OO)=[O:31])C=1>C(Cl)(Cl)Cl>[CH3:1][N+:2]([O-:31])([CH2:4][C:5]#[C:6][C:7]1[C:13]2[CH:14]=[C:15]([Cl:18])[CH:16]=[CH:17][C:12]=2[S:11][C:10]2[CH:19]=[CH:20][CH:21]=[CH:22][C:9]=2[CH:8]=1)[CH3:3]. Starting materials: CN(C)CC#CC1=CC2=C(SC3=C1C=C(C=C3)Cl)C=CC=C2 (N,N-dimethyl-3-(8-chloro-dibenzo[ b,f] thiepin-10-yl)-2-propynylamine), ClC1=CC(=CC=C1)C(=O)OO (m-chloroperbenzoic acid). Reaction conditions: time 15 minute. The solvent is C(Cl)(Cl)Cl (chloroform). Procedure details: A solution of 2 g. of N,N-dimethyl-3-(8-chloro-dibenzo[ b,f] thiepin-10-yl)-2-propynylamine in 100 ml of chloroform is treated at -50° C. with 1.2 g of m-chloroperbenzoic acid. The solution is stirred for 15 minutes at this temperature. warmed to room temperature and chromatographed on basic aluminum oxide using chloroform/methanol (9:1) as the eluant, whereby there is obtained N,N-dimethyl-3-(8-chloro-dibenzo[ b,f] thiepin-10-yl)-2-propynylamine N-oxide, which melts at 68°-69° C. after recrysta... Yields the product C[N+](C)(CC#CC1=CC2=C(SC3=C1C=C(C=C3)Cl)C=CC=C2)[O-] (N,N-dimethyl-3-(8-chloro-dibenzo[ b,f] thiepin-10-yl)-2-propynylamine N-oxide). Procedure details: A charge containing 0.1 moles of benzenethiol, 0.1 moles of 85% potassium hydroxide and 250 ml of acetone is stirred as in Example 1. To this mixture, 0.1 moles of 5-chloro-2-oxo-3-benzothiazolineacetyl chloride is added in one portion. The remaining steps of Example 1 are then followed. Analytical data is summarized in Table I, below. Reaction SMILES: [C:1]1([SH:7])[CH:6]=[CH:5][CH:4]=[CH:3][CH:2]=1.[OH-].[K+].[Cl:10][C:11]1[CH:12]=[CH:13][C:14]2[S:18][C:17](=[O:19])[N:16]([CH2:20][C:21](Cl)=[O:22])[C:15]=2[CH:24]=1>CC(C)=O>[Cl:10][C:11]1[CH:12]=[CH:13][C:14]2[S:18][C:17](=[O:19])[N:16]([CH2:20][C:21](=[O:22])[S:7][C:1]3[CH:6]=[CH:5][CH:4]=[CH:3][CH:2]=3)[C:15]=2[CH:24]=1 |f:1.2|. Product: ClC=1C=CC2=C(N(C(S2)=O)CC(SC2=CC=CC=C2)=O)C1 (S-phenyl 5-Chloro-2-Oxo-3-Benzothiazolineethanethioate). Solvent: CC(=O)C (acetone). Reactants: C1(=CC=CC=C1)S (benzenethiol), [OH-].[K+] (potassium hydroxide), ClC=1C=CC2=C(N(C(S2)=O)CC(=O)Cl)C1 (5-chloro-2-oxo-3-benzothiazolineacetyl chloride). The reactants are [NH4+].[Cl-] (NH4Cl), BrC1=C(C(=C(C=C1)OC)OC)OCC(C)C (1-bromo-2-isobutoxy-3,4-dimethoxy-benzene), [Li]CCCC (n-BuLi), B(OC)(OC)OC (trimethyl borate), Cl (HCl). Solvent: C1CCOC1 (THF). Run at time 15 minute. The product is COC=1C(=C(C=CC1OC)B(O)O)OCC(C)C (3,4-dimethoxy-2-(isobutoxy)phenylboronic acid). RXN SMILES: Br[C:2]1[CH:7]=[CH:6][C:5]([O:8][CH3:9])=[C:4]([O:10][CH3:11])[C:3]=1[O:12][CH2:13][CH:14]([CH3:16])[CH3:15].[Li]CCCC.[B:22](OC)([O:25]C)[O:23]C.[NH4+].[Cl-].Cl>C1COCC1>[CH3:11][O:10][C:4]1[C:3]([O:12][CH2:13][CH:14]([CH3:16])[CH3:15])=[C:2]([B:22]([OH:25])[OH:23])[CH:7]=[CH:6][C:5]=1[O:8][CH3:9] |f:3.4|. Procedure details: Under an argon atmosphere 1-bromo-2-isobutoxy-3,4-dimethoxy-benzene (6.7 g, 23.2 mmol) was dissolved in dry THF (50 mL). The solution was cooled to −70° C. while n-BuLi (2.0 M in pentane, 12.8 mL, 25.5 mmol) was added over 10 min. The solution was stirred for 20 min at −70° C. after which trimethyl borate (5.2 mL, 46.4 mmol) was added over 10 min. The solution was kept at −70° C. for 15 min after which it was heated to RT over 15 min and stirred at RT for 30 min. Saturated aq. NH4Cl (200 mL) was... Reactants: N1=C(C=NC=C1)C(C(=O)OC)C (methyl 2-(pyrazin-2-yl)propanoate), BrN1C(CCC1=O)=O (N-bromosuccinimide), CC(C)(C#N)N=NC(C)(C)C#N (AIBN). The solvent is C(Cl)(Cl)(Cl)Cl (carbon tetrachloride). The product is BrC(C(=O)OC)(C)C1=NC=CN=C1 (methyl 2-bromo-2-(pyrazin-2-yl)propanoate). As a reaction SMILES: [N:1]1[CH:6]=[CH:5][N:4]=[CH:3][C:2]=1[CH:7]([CH3:12])[C:8]([O:10][CH3:11])=[O:9].[Br:13]N1C(=O)CCC1=O.CC(N=NC(C#N)(C)C)(C#N)C>C(Cl)(Cl)(Cl)Cl>[Br:13][C:7]([C:2]1[CH:3]=[N:4][CH:5]=[CH:6][N:1]=1)([CH3:12])[C:8]([O:10][CH3:11])=[O:9]. Procedure: A carbon tetrachloride (150 mL) solution containing the intermediate from Step B (18 g, 108 mmol), N-bromosuccinimide (26.6 g, 150 mmol) and AIBN (0.5 g) was heated at reflux overnight. The solution was cooled to room temperature, filtered and concentrated. The residue was purified by silica gel chromatography using a hexanes/EtOAc gradient to give the indicated product. m/z=245.1 (M+H). The reactants are CC1(CCC(C2CN(CC12)C([C@@H](C)C1=C(C=CC=C1)OC)=O)=O)C (7,7-dimethyl-2-[2-(S)-(2-methoxyphenyl)propionyl]-4-perhydroisoindolone), COC1=C(C=CC=C1)[Mg]Br (2-methoxyphenylmagnesium bromide). Product: CC1(CC[C@]([C@H]2CN(C[C@@H]12)C([C@@H](C)C1=C(C=CC=C1)OC)=O)(O)C1=C(C=CC=C1)OC)C ((3aR*,4R*,7aR*)-7,7-dimethyl-4-(2-methoxyphenyl)-2-[2-(S)-(2-methoxyphenyl)propionyl]-4-perhydroisoindolol). Yield: 26.1%. Reaction SMILES: [CH3:1][C:2]1([CH3:24])[CH:10]2[CH:6]([CH2:7][N:8]([C:11](=[O:22])[C@H:12]([C:14]3[CH:19]=[CH:18][CH:17]=[CH:16][C:15]=3[O:20][CH3:21])[CH3:13])[CH2:9]2)[C:5](=[O:23])[CH2:4][CH2:3]1.[CH3:25][O:26][C:27]1[CH:32]=[CH:31][CH:30]=[CH:29][C:28]=1[Mg]Br>>[CH3:24][C:2]1([CH3:1])[C@H:10]2[C@H:6]([CH2:7][N:8]([C:11](=[O:22])[C@H:12]([C:14]3[CH:19]=[CH:18][CH:17]=[CH:16][C:15]=3[O:20][CH3:21])[CH3:13])[CH2:9]2)[C@:5]([C:28]2[CH:29]=[CH:30][CH:31]=[CH:32][C:27]=2[O:26][CH3:25])([OH:23])[CH2:4][CH2:3]1. Procedure: By working according to the experimental procedure of Example 9, from 0.78 g of 7,7-dimethyl-2-[2-(S)-(2-methoxyphenyl)propionyl]-4-perhydroisoindolone (mixture of (3aR,7aR) and (3aS,7aS) diastereoisomers) and 1.5 g of 2-methoxyphenylmagnesium bromide, and after purification on a column of silica gel (particle size 0.04-0.06 mm, diameter 2.8 cm, height 21 cm), 0.27 g of (3aR*,4R*,7aR*)-7,7-dimethyl-4-(2-methoxyphenyl)-2-[2-(S)-(2-methoxyphenyl)propionyl]-4-perhydroisoindolol is obtained, in the ... Starting materials: C(C1=CC=CC=C1)(=O)OCC(=O)O (Benzoyloxy acetic acid), C(C(=O)Cl)(=O)Cl (oxalyl chloride), C(C(=O)Cl)(=O)Cl (oxalyl chloride). Solvent: petroleum ether, C(Cl)(Cl)Cl (chloroform). Conditions: time 5 hour. Product: C(C1=CC=CC=C1)(=O)OCC(=O)Cl (Benzoyloxyacetyl chloride). RXN SMILES: [C:1]([O:9][CH2:10][C:11]([OH:13])=O)(=[O:8])[C:2]1[CH:7]=[CH:6][CH:5]=[CH:4][CH:3]=1.C(Cl)(=O)C([Cl:17])=O>C(Cl)(Cl)Cl>[C:1]([O:9][CH2:10][C:11]([Cl:17])=[O:13])(=[O:8])[C:2]1[CH:7]=[CH:6][CH:5]=[CH:4][CH:3]=1. Reported procedure: 4.1 g (0.023 m) Benzoyloxy acetic acid (as synthesized in Example XIII) was combined with 2.96 ml (4.3 g, 0.032 m) oxalyl chloride in 50 ml petroleum ether. This was stirred under a CaSO4 drying tube for 5 hrs., at which time 2.0 ml more oxalyl chloride and 50 ml chloroform were added. The reaction was stirred overnight. The reactants are C(CCC)[Sn](CCCC)(CCCC)Cl (tri-n-butylstannyl chloride), [Cl-].[NH4+] (ammonium chloride), C1(=CC=C(C=C1)S(=O)(=O)C=1N=CN2C1SC=C2)C (7-p-toluenesulfonylimidazo[5,1-b]thiazole), C(CCC)[Li].CCCCCC (n-butyllithium n-hexane). Solvent: C1CCOC1 (THF), C1CCOC1 (THF). Conditions: time 20 minute. Product: C1(=CC=C(C=C1)S(=O)(=O)C=1N=CN2C1SC(=C2)[Sn](CCCC)(CCCC)CCCC)C (7-p-Toluenesulfonyl-2-(tri-n-butylstannyl)imidazo[5,1-b]thiazole). Yield: 43.3%. Reaction SMILES: [C:1]1([CH3:18])[CH:6]=[CH:5][C:4]([S:7]([C:10]2[N:11]=[CH:12][N:13]3[CH:17]=[CH:16][S:15][C:14]=23)(=[O:9])=[O:8])=[CH:3][CH:2]=1.C([Li])CCC.CCCCCC.[CH2:30]([Sn:34](Cl)([CH2:39][CH2:40][CH2:41][CH3:42])[CH2:35][CH2:36][CH2:37][CH3:38])[CH2:31][CH2:32][CH3:33].[Cl-].[NH4+]>C1COCC1>[C:1]1([CH3:18])[CH:2]=[CH:3][C:4]([S:7]([C:10]2[N:11]=[CH:12][N:13]3[CH:17]=[C:16]([Sn:34]([CH2:35][CH2:36][CH2:37][CH3:38])([CH2:39][CH2:40][CH2:41][CH3:42])[CH2:30][CH2:31][CH2:32][CH3:33])[S:15][C:14]=23)(=[O:9])=[O:8])=[CH:5][CH:6]=1 |f:1.2,4.5|. Procedure: A solution of 669 mg of 7-p-toluenesulfonylimidazo[5,1-b]thiazole in 65 ml of THF was cooled to −60° C. in an argon atmosphere. A 1.6 N n-butyllithium/n-hexane solution (2.5 ml) was added dropwise thereto at the same temperature. The mixture was stirred for 20 min. A solution of 1.25 g of tri-n-butylstannyl chloride in 10 ml of THF was added thereto, and the mixture was stirred at the same temperature for 40 min. A semisaturated aqueous ammonium chloride solution (150 ml) was added thereto, foll...